From a dataset of the Open Reaction Database (ORD), a public repository of structured organic reaction records. describe an organic reaction: reactants, conditions, products, and yield The reactants are N#N (N2), ClC1=NC=CC(=C1)I (2-chloro-4-iodopyridine), [N+](=O)([O-])C=1C=C(N)C=CC1 (3-nitroaniline), C=1C=CC(=CC1)P(C=2C=CC=CC2)C3=CC=C4C=CC=CC4=C3C5=C6C=CC=CC6=CC=C5P(C=7C=CC=CC7)C=8C=CC=CC8 (BINAP), C(=O)([O-])[O-].[Cs+].[Cs+] (Cs2CO3). The reagents and catalysts are CC(=O)[O-].CC(=O)[O-].[Pd+2] (Pd(OAc)2). Run in C1(=CC=CC=C1)C (toluene). Run at temperature 90 celsius, time 18 hour. Yields the product ClC1=NC=CC(=C1)NC1=CC(=CC=C1)[N+](=O)[O-] (2-Chloro-N-(3-nitrophenyl)pyridine-4-amine). The yield is 91.0%. Reaction SMILES: N#N.[Cl:3][C:4]1[CH:9]=[C:8](I)[CH:7]=[CH:6][N:5]=1.[N+:11]([C:14]1[CH:15]=[C:16]([CH:18]=[CH:19][CH:20]=1)[NH2:17])([O-:13])=[O:12].C1C=CC(P(C2C(C3C(P(C4C=CC=CC=4)C4C=CC=CC=4)=CC=C4C=3C=CC=C4)=C3C(C=CC=C3)=CC=2)C2C=CC=CC=2)=CC=1.C([O-])([O-])=O.[Cs+].[Cs+]>C1(C)C=CC=CC=1.CC([O-])=O.CC([O-])=O.[Pd+2]>[Cl:3][C:4]1[CH:9]=[C:8]([NH:17][C:16]2[CH:18]=[CH:19][CH:20]=[C:14]([N+:11]([O-:13])=[O:12])[CH:15]=2)[CH:7]=[CH:6][N:5]=1 |f:4.5.6,8.9.10|. Procedure: To a degassed (15 min, N2) suspension of 2-chloro-4-iodopyridine (3.0 g, 12.53 mmol), 3-nitroaniline (1.82 g, 13.18 mmol), BINAP (0.39 g, 0.626 mmol) and Cs2CO3 (8.16 g, 25.04 mmol) in toluene (72 mL) was added Pd(OAc)2 (0.084 g, 0.374 mmol). The reaction tube was sealed and the mixture stirred at 90° C. for 18 h. The mixture was cooled to rt and filtered, washing with EtOAc. The orange/yellow solid collected was washed with CH2Cl2 until all the product washed through into the filtrate. The filt... The reactants are ClC=1C(=NC=C(C1)Cl)C(CN1C(C=2C(C1=O)=CC=CC2)=O)=NOCC (N-[2-(3,5-dichloropyridin-2-yl)-2-(ethoxyimino)ethyl]phthalimide), O.NN (hydrazine monohydrate), O (water). The solvent is C(C)O (ethanol). Run at temperature 70 celsius, time 3 hour. The product is C(C)ON=C(CN)C1=NC=C(C=C1Cl)Cl (2-amino-1-(3,5-dichloropyridin-2-yl)ethanone-O-ethyloxime). Isolated yield 82.3%. RXN SMILES: [Cl:1][C:2]1[C:3]([C:9](=[N:22][O:23][CH2:24][CH3:25])[CH2:10][N:11]2C(=O)C3=CC=CC=C3C2=O)=[N:4][CH:5]=[C:6]([Cl:8])[CH:7]=1.O.NN.O>C(O)C>[CH2:24]([O:23][N:22]=[C:9]([C:3]1[C:2]([Cl:1])=[CH:7][C:6]([Cl:8])=[CH:5][N:4]=1)[CH2:10][NH2:11])[CH3:25] |f:1.2|. Procedure: To 3.00 g of N-[2-(3,5-dichloropyridin-2-yl)-2-(ethoxyimino)ethyl]phthalimide in 30 ml of ethanol, 793 mg of hydrazine monohydrate was added, and the mixture was stirred at 70° C. for 3 hours. After completion of the reaction, the reaction mixture was allowed to cool to room temperature, mixed with 100 ml of water and extracted with ethyl acetate (100 ml×2). The resulting organic layers were combined, washed with water (100 ml×1) and dried over saturated aqueous sodium chloride and then anhydrou... Starting materials: CS(=O)(=O)NC=1C=C2C=CNC2=CC1 (5-methanesulfonylamino-1H-indole), C(C)(C)N1CCC(CC1)=O (1-isopropyl-4-piperidone). Yields the product CS(=O)(=O)NC=1C=C2C(=CNC2=CC1)C=1CCN(CC1)C(C)C (5-methanesulfonylamino-3-(1-isopropyl-1,2,3,6-tetrahydropyridin-4-yl)-1H-indole). Yield: 64.3%. Reaction SMILES: [CH3:1][S:2]([NH:5][C:6]1[CH:7]=[C:8]2[C:12](=[CH:13][CH:14]=1)[NH:11][CH:10]=[CH:9]2)(=[O:4])=[O:3].[CH:15]([N:18]1[CH2:23][CH2:22][C:21](=O)[CH2:20][CH2:19]1)([CH3:17])[CH3:16]>>[CH3:1][S:2]([NH:5][C:6]1[CH:7]=[C:8]2[C:12](=[CH:13][CH:14]=1)[NH:11][CH:10]=[C:9]2[C:21]1[CH2:22][CH2:23][N:18]([CH:15]([CH3:17])[CH3:16])[CH2:19][CH:20]=1)(=[O:3])=[O:4]. Procedure details: Beginning with 1.0 gm (4.76 mMol) 5-methanesulfonylamino-1H-indole and 0.873 gm (6.2 mMol) 1-isopropyl-4-piperidone, 1.02 gm (64.2%) of the title compound were recovered as a tan powder. Starting materials: ONC(C)=N (N-Hydroxyacetamidine), C1=CN(C=N1)C(=O)N2C=CN=C2 (CDI), C(C1=CC=CC=C1)N1C(NC=2C(=NC(=CC21)C(=O)O)NCC2=CC=CC=C2)=O (1-benzyl-4-benzylamino-2-oxo-2,3-dihydro-1H-imidazo[4,5-c]pyridine-6-carboxylic acid), base, [Al] (aluminium). Solvent: CN(C)C=O (DMF). Reaction conditions: time 15 minute. The product is ON=C(C)NC(=O)C1=CC2=C(C(=N1)NCC1=CC=CC=C1)NC(N2CC2=CC=CC=C2)=O (1-Benzyl-4-benzylamino-2-oxo-2,3-dihydro-1H-imidazo[4,5-c]pyridine-6-carboxylic acid-(1-hydroxyimino-ethyl)-amide). Isolated yield 132.7%. Reaction SMILES: C1N=CN(C(N2C=NC=C2)=O)C=1.[CH2:13]([N:20]1[C:28]2[CH:27]=[C:26]([C:29]([OH:31])=O)[N:25]=[C:24]([NH:32][CH2:33][C:34]3[CH:39]=[CH:38][CH:37]=[CH:36][CH:35]=3)[C:23]=2[NH:22][C:21]1=[O:40])[C:14]1[CH:19]=[CH:18][CH:17]=[CH:16][CH:15]=1.[OH:41][NH:42][C:43](=[NH:45])[CH3:44].[Al]>CN(C=O)C>[OH:41][N:42]=[C:43]([NH:45][C:29]([C:26]1[N:25]=[C:24]([NH:32][CH2:33][C:34]2[CH:39]=[CH:38][CH:37]=[CH:36][CH:35]=2)[C:23]2[NH:22][C:21](=[O:40])[N:20]([CH2:13][C:14]3[CH:15]=[CH:16][CH:17]=[CH:18][CH:19]=3)[C:28]=2[CH:27]=1)=[O:31])[CH3:44]. Procedure details: CDI (52 mg, 0.32 mmol) was added to a solution of 1-benzyl-4-benzylamino-2-oxo-2,3-dihydro-1H-imidazo[4,5-c]pyridine-6-carboxylic acid (80 mg, 0.21 mmol) and Hunnigs base (83 μl, 0.64 mmol) in dry DMF in a ReactiVial. The vial was sealed and the mixture was stirred at room temperature for 15 minutes. N-Hydroxyacetamidine (24 mg, 0.32 mmol) was added and mixture heated to 60° C. in an aluminium block. The mixture was left to stir at this temperature for 3 hrs then allowed to cool and concentrated...